This data is from the Open Reaction Database (ORD), a public repository of structured organic reaction records. The task is: describe an organic reaction: reactants, conditions, products, and yield RXN SMILES: [CH2:37]1[O:38][CH2:39][CH2:40][CH2:41]1.[CH3:29][C:30](=[O:31])[OH:32].[K:33][O:34][C:35]#[N:36].[NH2:1][C:2]1([c:6]2[s:7][c:8](-[c:11]3[cH:12][c:13]([NH:18][c:19]4[n:20][cH:21][cH:22][c:23]([C:25]([F:26])([F:27])[F:28])[n:24]4)[cH:14][c:15]([CH3:17])[cH:16]3)[cH:9][n:10]2)[CH2:3][CH2:4][CH2:5]1.[OH2:42]>>[NH:1]([C:2]1([c:6]2[s:7][c:8](-[c:11]3[cH:12][c:13]([NH:18][c:19]4[n:20][cH:21][cH:22][c:23]([C:25]([F:26])([F:27])[F:28])[n:24]4)[cH:14][c:15]([CH3:17])[cH:16]3)[cH:9][n:10]2)[CH2:3][CH2:4][CH2:5]1)[C:35](=[O:34])[NH2:36]. Yields the product Cc1cc(Nc2nccc(C(F)(F)F)n2)cc(-c2cnc(C3(NC(N)=O)CCC3)s2)c1. Reactants: C1CCOC1, CC(=O)O, N#CO[K], Cc1cc(Nc2nccc(C(F)(F)F)n2)cc(-c2cnc(C3(N)CCC3)s2)c1, O. Yield: 56.5%. Procedure details: A cooled (-78 ° C.) solution of diisopropylamine (65 g, 642 mmol) in tetrahydrofuran (THF, 800 mL) was treated with 244 mL of 2.5M n-butyl lithium (610 mmol) in hexane. The reaction was stirred for 30 minutes at room temperature, cooled to -78° C. and treated dropwise with isobutyric acid (26.8 g, 305 mmol) and hexamethylphosphoramide (HMPA, 54.7 g, 305 mmol). The reaction was stirred for 30 minutes at room temperature and treated with 4-methoxybenzyl chloride (43.4 g, 277 mmol). The reaction wa... Conditions: time 30 minute. Reaction SMILES: C(NC(C)C)(C)C.C([Li])CCC.[C:13]([OH:18])(=[O:17])[CH:14]([CH3:16])[CH3:15].CN(C)P(N(C)C)(N(C)C)=O.[CH3:30][O:31][C:32]1[CH:39]=[CH:38][C:35]([CH2:36]Cl)=[CH:34][CH:33]=1.Cl>O1CCCC1.CCCCCC>[CH3:15][C:14]([CH3:16])([CH2:36][C:35]1[CH:38]=[CH:39][C:32]([O:31][CH3:30])=[CH:33][CH:34]=1)[C:13]([OH:18])=[O:17]. Product: CC(C(=O)O)(CC1=CC=C(C=C1)OC)C (2,2-dimethyl-3-(4-methoxyphenyl)propionic acid). The reactants are Cl (HCl), COC1=CC=C(CCl)C=C1 (4-methoxybenzyl chloride), C(C)(C)NC(C)C (diisopropylamine), C(C(C)C)(=O)O (isobutyric acid), CN(P(=O)(N(C)C)N(C)C)C (hexamethylphosphoramide), C(CCC)[Li] (n-butyl lithium). Run in O1CCCC1 (tetrahydrofuran), CCCCCC (hexane). Starting materials: O=C([O-])[O-], CCOC(C)=O, [K+], [K+], COC(=O)c1c(OCc2ccccc2)ccc2c1CCC(N)C2O, O. The product is CCOC(=O)NC1CCc2c(ccc(OCc3ccccc3)c2C(=O)OC)C1O. As a reaction SMILES: [C:31](=[O:32])([O-:33])[O-:34].[CH3:25][CH2:26][O:27][C:28]([CH3:29])=[O:30].[K+:35].[K+:36].[NH2:1][CH:2]1[CH:3]([OH:24])[c:4]2[cH:5][cH:6][c:7]([O:16][CH2:17][c:18]3[cH:19][cH:20][cH:21][cH:22][cH:23]3)[c:8]([C:12](=[O:13])[O:14][CH3:15])[c:9]2[CH2:10][CH2:11]1.[OH2:37]>>[NH:1]([CH:2]1[CH:3]([OH:24])[c:4]2[cH:5][cH:6][c:7]([O:16][CH2:17][c:18]3[cH:19][cH:20][cH:21][cH:22][cH:23]3)[c:8]([C:12](=[O:13])[O:14][CH3:15])[c:9]2[CH2:10][CH2:11]1)[C:28]([O:27][CH2:26][CH3:25])=[O:30]. The reactants are C(C)(C)(C)C=1C=C(C=CC1)NC(C1=CC=C(C=C1)C1CCNCC1)=O (N-(3-tert-butyl-phenyl)-4-piperidin-4-yl-benzamide), CC1(C(=O)OC(C1)=O)C (2,2-dimethylsuccinic anhydride), C(C)(C)(C)C=1C=C(C=CC1)NC(=O)C=1C=CC(=NC1)N1CCN(CC1)C(CC(C(=O)O)(C)C)=O (4-{4-[5-(3-tert-butyl-phenylcarbamoyl)-pyridin-2-yl]-piperazin-1-yl}-2,2-dimethyl-4-oxo-butyric acid). Product: C(C)(C)(C)C=1C=C(C=CC1)NC(=O)C1=CC=C(C=C1)C1CCN(CC1)C(CC(C(=O)O)(C)C)=O (4-{4-[4-(3-tert-Butyl-phenylcarbamoyl)-phenyl]-piperidin-1-yl}-2,2-dimethyl-4-oxo-butyric acid). Reaction SMILES: [C:1]([C:5]1[CH:6]=[C:7]([NH:11][C:12](=[O:25])[C:13]2[CH:18]=[CH:17][C:16]([CH:19]3[CH2:24][CH2:23][NH:22][CH2:21][CH2:20]3)=[CH:15][CH:14]=2)[CH:8]=[CH:9][CH:10]=1)([CH3:4])([CH3:3])[CH3:2].[CH3:26][C:27]1([CH3:34])[CH2:32][C:31](=[O:33])[O:30][C:28]1=[O:29].C(C1C=C(NC(C2C=CC(N3CCN(C(=O)CC(C)(C)C(O)=O)CC3)=NC=2)=O)C=CC=1)(C)(C)C>>[C:1]([C:5]1[CH:6]=[C:7]([NH:11][C:12]([C:13]2[CH:14]=[CH:15][C:16]([CH:19]3[CH2:24][CH2:23][N:22]([C:31](=[O:33])[CH2:32][C:27]([CH3:34])([CH3:26])[C:28]([OH:30])=[O:29])[CH2:21][CH2:20]3)=[CH:17][CH:18]=2)=[O:25])[CH:8]=[CH:9][CH:10]=1)([CH3:4])([CH3:2])[CH3:3]. Reported procedure: 4-{4-[4-(3-tert-Butyl-phenylcarbamoyl)-phenyl]-piperidin-1-yl}-2,2-dimethyl-4-oxo-butyric acid was synthesized from N-(3-tert-butyl-phenyl)-4-piperidin-4-yl-benzamide and 2,2-dimethylsuccinic anhydride in a method similar to the one described in the synthesis of 4-{4-[5-(3-tert-butyl-phenylcarbamoyl)-pyridin-2-yl]-piperazin-1-yl}-2,2-dimethyl-4-oxo-butyric acid above. LCMS calcd for C28H36N2O4 (m/e) 464, obsd 465 (M+H). Starting materials: N1(CCC1)C(CC1=C(C=C(C=C1)O)C)=O (1-(azetidin-1-yl)-2-(4-hydroxy-2-methylphenyl)ethanone), C1(=CC=CC=C1)P(C1=CC=CC=C1)C1=CC=CC=C1 (triphenylphosphine), CC(C)OC(=O)/N=N/C(=O)OC(C)C (DIAD), ClC=1C=NC(=NC1)N1CCC(CC1)[C@@H]1[C@@H](C1)CCO (2-{(1S,2R)-2-[1-(5-chloropyrimidin-2-yl)piperidin-4-yl]cyclopropyl}ethanol). Solvent: C1(=CC=CC=C1)C (toluene), C(C)(=O)OCC (ethyl acetate). Reaction conditions: time 8 hour. Yields the product N1(CCC1)C(CC1=C(C=C(C=C1)OCC[C@H]1[C@H](C1)C1CCN(CC1)C1=NC=C(C=N1)Cl)C)=O (1-(azetidin-1-yl)-2-[4-(2-{(1S,2R)-2-[1-(5-chloropyrimidin-2-yl)piperidin-4-yl]cyclopropyl}ethoxy)-2-methylphenyl]ethanone). RXN SMILES: [Cl:1][C:2]1[CH:3]=[N:4][C:5]([N:8]2[CH2:13][CH2:12][CH:11]([C@H:14]3[CH2:16][C@H:15]3[CH2:17][CH2:18][OH:19])[CH2:10][CH2:9]2)=[N:6][CH:7]=1.[N:20]1([C:24](=[O:34])[CH2:25][C:26]2[CH:31]=[CH:30][C:29](O)=[CH:28][C:27]=2[CH3:33])[CH2:23][CH2:22][CH2:21]1.C1(P(C2C=CC=CC=2)C2C=CC=CC=2)C=CC=CC=1.CC(OC(/N=N/C(OC(C)C)=O)=O)C>C1(C)C=CC=CC=1.C(OCC)(=O)C>[N:20]1([C:24](=[O:34])[CH2:25][C:26]2[CH:31]=[CH:30][C:29]([O:19][CH2:18][CH2:17][C@@H:15]3[CH2:16][C@@H:14]3[CH:11]3[CH2:12][CH2:13][N:8]([C:5]4[N:6]=[CH:7][C:2]([Cl:1])=[CH:3][N:4]=4)[CH2:9][CH2:10]3)=[CH:28][C:27]=2[CH3:33])[CH2:23][CH2:22][CH2:21]1. Procedure: 2-{(1S,2R)-2-[1-(5-chloropyrimidin-2-yl)piperidin-4-yl]cyclopropyl}ethanol (50 mg, 0.177 mmol) was dissolved in toluene (1 ml) and 1-(azetidin-1-yl)-2-(4-hydroxy-2-methylphenyl)ethanone (36.4 mg, 0.177 mmol), triphenylphosphine (55.8 mg, 0.213 mmol), and DIAD (41.4 μl, 0.213 mmol) added and the mixture stirred at RT overnight. The mixture was diluted with ethyl acetate (20 mL), washed with brine (10 ml), dried over MgSO4, filtered and the solvent removed in vacuo. The residue was purified by chr...